From a dataset of the Open Reaction Database (ORD), a public repository of structured organic reaction records. describe an organic reaction: reactants, conditions, products, and yield Reactants: Cc1ccc(S(=O)(=O)Sc2cc(C)c(CO)cc2C(C)(C)C)cc1, O=C([O-])[O-], [K+], [K+], CN(C)C=O, CC(C)C1(CCc2ccoc2)CC(O)=CC(=O)O1. The product is Cc1cc(SC2=C(O)CC(CCc3ccoc3)(C(C)C)OC2=O)c(C(C)(C)C)cc1CO. Reaction SMILES: [C:19]([CH3:20])([CH3:21])([CH3:22])[c:23]1[c:24]([S:32][S:33]([c:34]2[cH:35][cH:36][c:37]([CH3:38])[cH:39][cH:40]2)(=[O:41])=[O:42])[cH:25][c:26]([CH3:31])[c:27]([CH2:29][OH:30])[cH:28]1.[C:43](=[O:44])([O-:45])[O-:46].[K+:47].[K+:48].[O:49]=[CH:50][N:51]([CH3:52])[CH3:53].[o:1]1[cH:2][c:3]([CH2:6][CH2:7][C:8]2([CH:16]([CH3:17])[CH3:18])[CH2:9][C:10]([OH:15])=[CH:11][C:12](=[O:14])[O:13]2)[cH:4][cH:5]1>>[o:1]1[cH:2][c:3]([CH2:6][CH2:7][C:8]2([CH:16]([CH3:17])[CH3:18])[CH2:9][C:10]([OH:15])=[C:11]([S:32][c:24]3[c:23]([C:19]([CH3:20])([CH3:21])[CH3:22])[cH:28][c:27]([CH2:29][OH:30])[c:26]([CH3:31])[cH:25]3)[C:12](=[O:14])[O:13]2)[cH:4][cH:5]1.